From a dataset of the Open Reaction Database (ORD), a public repository of structured organic reaction records. describe an organic reaction: reactants, conditions, products, and yield The reactants are FC1=C(C=CC(=C1)C=1C=2C3=C(C(NC2C(=CC1OC)C)=O)SC=C3)[C@H](CN(C(OC(C)(C)C)=O)C)C ((R)-tert-butyl 2-(2-fluoro-4-(8-methoxy-6-methyl-4-oxo-4,5-dihydrothieno[2,3-c]quinolin-9-yl)phenyl)propyl(methyl)carbamate), Cl (HCl). The solvent is CCOCC (ether). The product is Cl.FC=1C=C(C=CC1[C@H](CNC)C)C=1C=2C3=C(C(NC2C(=CC1OC)C)=O)SC=C3 ((R)-9-(3-Fluoro-4-(1-(methylamino)propan-2-yl)phenyl)-8-methoxy-6-methylthieno[2,3-c]quinolin-4(5H)-one Hydrochloride). Yield: 85.0%. RXN SMILES: [F:1][C:2]1[CH:7]=[C:6]([C:8]2[C:9]3[C:10]4[CH:24]=[CH:23][S:22][C:11]=4[C:12](=[O:21])[NH:13][C:14]=3[C:15]([CH3:20])=[CH:16][C:17]=2[O:18][CH3:19])[CH:5]=[CH:4][C:3]=1[C@@H:25]([CH3:36])[CH2:26][N:27](C)[C:28](=O)OC(C)(C)C.[ClH:37]>CCOCC>[ClH:37].[F:1][C:2]1[CH:7]=[C:6]([C:8]2[C:9]3[C:10]4[CH:24]=[CH:23][S:22][C:11]=4[C:12](=[O:21])[NH:13][C:14]=3[C:15]([CH3:20])=[CH:16][C:17]=2[O:18][CH3:19])[CH:5]=[CH:4][C:3]=1[C@@H:25]([CH3:36])[CH2:26][NH:27][CH3:28] |f:3.4|. Procedure: Following General Procedure D1, (R)-tert-butyl 2-(2-fluoro-4-(8-methoxy-6-methyl-4-oxo-4,5-dihydrothieno[2,3-c]quinolin-9-yl)phenyl)propyl(methyl)carbamate (50 mg, 0.10 mmol) was reacted with HCl in ether (5 mL) to afford the desired product (35 mg, 85%) as an yellow solid; 1H NMR (500 MHz, CD3OD) δ 7.63 (d, J=5.4 Hz, 1H), 7.53 (dt, J=28.7, 7.8 Hz, 1H), 7.29 (s, 1H), 7.17-7.04 (m, 2H), 6.10 (dd, J=31.6, 5.4 Hz, 1H), 3.75 (s, 3H), 3.68-3.24 (m, 3H), 2.78 (d, J=13.3 Hz, 3H), 2.64 (s, 3H), 1.52 (dd... The reactants are CC(O)(c1ccco1)c1cccc(Cl)c1Cl, O, Cc1ccc(S(=O)(=O)Cl)cc1, c1ccncc1. Yields the product C=C(c1ccco1)c1cccc(Cl)c1Cl. Reaction SMILES: [Cl:1][c:2]1[c:3]([C:9]([CH3:10])([OH:11])[c:12]2[o:13][cH:14][cH:15][cH:16]2)[cH:4][cH:5][cH:6][c:7]1[Cl:8].[OH2:28].[c:17]1([CH3:18])[cH:19][cH:20][c:21]([S:22]([Cl:23])(=[O:24])=[O:25])[cH:26][cH:27]1.[cH:29]1[cH:30][cH:31][n:32][cH:33][cH:34]1>>[Cl:1][c:2]1[c:3]([C:9](=[CH2:10])[c:12]2[o:13][cH:14][cH:15][cH:16]2)[cH:4][cH:5][cH:6][c:7]1[Cl:8].